From a dataset of the Open Reaction Database (ORD), a public repository of structured organic reaction records. describe an organic reaction: reactants, conditions, products, and yield Starting materials: C=CC(F)(F)C(O)c1c(C)noc1-c1ccc(Br)cc1, Fc1ccc(I)cc1. The product is Cc1noc(-c2ccc(Br)cc2)c1C(O)C(F)(F)C=Cc1ccc(F)cc1. Reaction SMILES: [Br:1][c:2]1[cH:3][cH:4][c:5](-[c:8]2[c:9]([CH:14]([C:15]([CH:16]=[CH2:17])([F:18])[F:19])[OH:20])[c:10]([CH3:13])[n:11][o:12]2)[cH:6][cH:7]1.[F:21][c:22]1[cH:23][cH:24][c:25]([I:28])[cH:26][cH:27]1>>[Br:1][c:2]1[cH:3][cH:4][c:5](-[c:8]2[c:9]([CH:14]([C:15]([CH:16]=[CH:17][c:25]3[cH:24][cH:23][c:22]([F:21])[cH:27][cH:26]3)([F:18])[F:19])[OH:20])[c:10]([CH3:13])[n:11][o:12]2)[cH:6][cH:7]1. Starting materials: CCCCN(CC)c1ccc(C(F)(F)F)cc1C=O, CC=C(C)C, CC(C)(C)O, CCOC(C)=O, [O-][Cl+][O-], [Na+], [Na+], O, O, O, O=P([O-])(O)O. The product is CCCCN(CC)c1ccc(C(F)(F)F)cc1C(=O)O. As a reaction SMILES: [CH2:1]([CH2:2][CH2:3][CH3:4])[N:5]([c:6]1[c:7]([CH:8]=[O:9])[cH:10][c:11]([C:14]([F:15])([F:16])[F:17])[cH:12][cH:13]1)[CH2:18][CH3:19].[CH3:20][C:21](=[CH:22][CH3:23])[CH3:24].[CH3:37][C:38]([OH:39])([CH3:40])[CH3:41].[CH3:43][CH2:44][O:45][C:46](=[O:47])[CH3:48].[Cl+:33]([O-:34])[O-:35].[Na+:32].[Na+:36].[OH2:25].[OH2:26].[OH2:42].[P:27](=[O:28])([O-:29])([OH:30])[OH:31]>>[CH2:1]([CH2:2][CH2:3][CH3:4])[N:5]([c:6]1[c:7]([C:8](=[O:9])[OH:28])[cH:10][c:11]([C:14]([F:15])([F:16])[F:17])[cH:12][cH:13]1)[CH2:18][CH3:19]. The reactants are ClC=1C=CC=C2C(=CN(C12)CC1CCOCC1)C(=O)N (7-chloro-1-(tetrahydropyran-4-yl)methyl-1H-indole-3-carboxylic acid amide), ClC(=O)SCl (chlorocarbonylsulfenyl chloride). The solvent is O1CCCC1 (tetrahydrofuran). Product: ClC=1C=CC=C2C(=CN(C12)CC1CCOCC1)C1=NSC(O1)=O (7-chloro-3-([1,3,4]-oxathiazol-2-on-5-yl)-1-(tetrahydropyran-4-yl)methyl-1H-indole). The yield is 55.6%. Reaction SMILES: [Cl:1][C:2]1[CH:3]=[CH:4][CH:5]=[C:6]2[C:10]=1[N:9]([CH2:11][CH:12]1[CH2:17][CH2:16][O:15][CH2:14][CH2:13]1)[CH:8]=[C:7]2[C:18]([NH2:20])=[O:19].Cl[C:22]([S:24]Cl)=[O:23]>O1CCCC1>[Cl:1][C:2]1[CH:3]=[CH:4][CH:5]=[C:6]2[C:10]=1[N:9]([CH2:11][CH:12]1[CH2:13][CH2:14][O:15][CH2:16][CH2:17]1)[CH:8]=[C:7]2[C:18]1[O:19][C:22](=[O:23])[S:24][N:20]=1. Reported procedure: To a suspension of 7-chloro-1-(tetrahydropyran-4-yl)methyl-1H-indole-3-carboxylic acid amide (8.0 g, 27.0 mmol) in tetrahydrofuran (100 ml) was added chlorocarbonylsulfenyl chloride (4.7 ml, 55.0 mmol) and the reaction mixture was heated at reflux for 3 h and allowed to cool. The precipitate was filtered off and dried to give 7-chloro-3-([1,3,4]-oxathiazol-2-on-5-yl)-1-(tetrahydropyran-4-yl)methyl-1H-indole (5.3 g, 15.0 mmol) as a white solid. The filtrate was concentrated in vacuo, and the resu... The reactants are CS(=O)(=O)Cl, COc1cc(C(O)(C(F)(F)F)C(F)(F)F)cc(C)c1N, O, c1ccncc1. The product is COc1cc(C(O)(C(F)(F)F)C(F)(F)F)cc(C)c1NS(C)(=O)=O. As a reaction SMILES: [CH3:21][S:22]([Cl:23])(=[O:24])=[O:25].[F:1][C:2]([C:3]([C:4]([F:5])([F:6])[F:7])([OH:8])[c:9]1[cH:10][c:11]([O:17][CH3:18])[c:12]([NH2:13])[c:14]([CH3:16])[cH:15]1)([F:19])[F:20].[OH2:26].[cH:27]1[cH:28][cH:29][n:30][cH:31][cH:32]1>>[F:1][C:2]([C:3]([C:4]([F:5])([F:6])[F:7])([OH:8])[c:9]1[cH:10][c:11]([O:17][CH3:18])[c:12]([NH:13][S:22]([CH3:21])(=[O:24])=[O:25])[c:14]([CH3:16])[cH:15]1)([F:19])[F:20]. The reactants are [BH4-].[Na+] (Sodium borohydride), C(=O)C1=CC=C(O1)CSCCN1C(C2=CC=CC=C2C1=O)=O (2-[2-[(5-formyl-2-furanylmethyl)thio]ethyl]-1H-isoindole-1,3(2H)-dione), C(C)(=O)O (acetic acid). Run in CO (methanol), light petroleum. Run at time 45 minute. Product: OCC1=CC=C(O1)CSCCN1C(C2=CC=CC=C2C1=O)=O (2-[2-[[5-(Hydroxymethyl)-2-furanylmethyl]thio]ethyl]-1H-isoindole-1,3(2H)-dione), solid. RXN SMILES: [BH4-].[Na+].[CH:3]([C:5]1[O:9][C:8]([CH2:10][S:11][CH2:12][CH2:13][N:14]2[C:22](=[O:23])[C:21]3[C:16](=[CH:17][CH:18]=[CH:19][CH:20]=3)[C:15]2=[O:24])=[CH:7][CH:6]=1)=[O:4].C(O)(=O)C>CO>[OH:4][CH2:3][C:5]1[O:9][C:8]([CH2:10][S:11][CH2:12][CH2:13][N:14]2[C:15](=[O:24])[C:16]3[C:21](=[CH:20][CH:19]=[CH:18][CH:17]=3)[C:22]2=[O:23])=[CH:7][CH:6]=1 |f:0.1|. Reported procedure: Sodium borohydride (165 mg) was added in portions over a period of 10 mins to a solution of 2-[2-[(5-formyl-2-furanylmethyl)thio]ethyl]-1H-isoindole-1,3(2H)-dione (5.0 g) in methanol (100 ml) at 0° C. After stirring for 45 mins, acetic acid (1 ml) was added and the mixture evaporated. Water (100 ml) was added and the solid that precipitated extracted into ethyl acetate (2×150 ml). The ethyl acetate extracts were dried (magnesium sulphate) and evaporated yielding an oil which solidified on tritur... The reactants are CSc1sc(C(=N)NC(=O)OC(C)(C)C)cc1S(=O)(=O)c1cccc(-c2c(C)cc(NC(=O)OCC[Si](C)(C)C)cc2NC(=O)NCCCCCOc2ccc(C(=O)O)cc2)c1, C1CCOC1, CCCC[N+](CCCC)(CCCC)CCCC, [F-]. Yields the product CSc1sc(C(=N)NC(=O)OC(C)(C)C)cc1S(=O)(=O)c1cccc(-c2c(C)cc(N)cc2NC(=O)NCCCCCOc2ccc(C(=O)O)cc2)c1. As a reaction SMILES: [C:19]([CH3:20])([CH3:21])([CH3:22])[O:23][C:24](=[O:25])[NH:26][C:27]([c:28]1[cH:29][c:30]([S:35](=[O:36])(=[O:37])[c:38]2[cH:39][c:40](-[c:44]3[c:45]([NH:61][C:62]([NH:63][CH2:64][CH2:65][CH2:66][CH2:67][CH2:68][O:69][c:70]4[cH:71][cH:72][c:73]([C:74](=[O:75])[OH:76])[cH:77][cH:78]4)=[O:79])[cH:46][c:47]([NH:51][C:52]([O:53][CH2:54][CH2:55][Si:56]([CH3:57])([CH3:58])[CH3:59])=[O:60])[cH:48][c:49]3[CH3:50])[cH:41][cH:42][cH:43]2)[c:31]([S:33][CH3:34])[s:32]1)=[NH:80].[CH2:81]1[O:82][CH2:83][CH2:84][CH2:85]1.[CH3:2][CH2:3][CH2:4][CH2:5][N+:6]([CH2:7][CH2:8][CH2:9][CH3:10])([CH2:11][CH2:12][CH2:13][CH3:14])[CH2:15][CH2:16][CH2:17][CH3:18].[F-:1]>>[C:19]([CH3:20])([CH3:21])([CH3:22])[O:23][C:24](=[O:25])[NH:26][C:27]([c:28]1[cH:29][c:30]([S:35](=[O:36])(=[O:37])[c:38]2[cH:39][c:40](-[c:44]3[c:45]([NH:61][C:62]([NH:63][CH2:64][CH2:65][CH2:66][CH2:67][CH2:68][O:69][c:70]4[cH:71][cH:72][c:73]([C:74](=[O:75])[OH:76])[cH:77][cH:78]4)=[O:79])[cH:46][c:47]([NH2:51])[cH:48][c:49]3[CH3:50])[cH:41][cH:42][cH:43]2)[c:31]([S:33][CH3:34])[s:32]1)=[NH:80]. Starting materials: C1(=CC=CC=C1)C1(OC2=C(O1)C=CC=C2)CC(=O)O ((2-phenyl-1,3-benzodioxol-2-yl)-acetic acid), N (NH3), C1=CC=CC=C1 (benzene), P(Cl)(Cl)(Cl)(Cl)Cl (PCl5). Run in CCOCC (ether). Reaction conditions: time 12 hour. Product: C1(=CC=CC=C1)C1(OC2=C(O1)C=CC=C2)CC(=O)N ((2-phenyl-1,3-benzodioxol-2-yl)-acetamide). RXN SMILES: [C:1]1([C:7]2([CH2:16][C:17]([OH:19])=O)[O:11][C:10]3[CH:12]=[CH:13][CH:14]=[CH:15][C:9]=3[O:8]2)[CH:6]=[CH:5][CH:4]=[CH:3][CH:2]=1.C1C=CC=CC=1.P(Cl)(Cl)(Cl)(Cl)Cl.[NH3:32]>CCOCC>[C:1]1([C:7]2([CH2:16][C:17]([NH2:32])=[O:19])[O:11][C:10]3[CH:12]=[CH:13][CH:14]=[CH:15][C:9]=3[O:8]2)[CH:6]=[CH:5][CH:4]=[CH:3][CH:2]=1. Procedure: To 22 g. of (2-phenyl-1,3-benzodioxol-2-yl)-acetic acid in 300 cc. of anhydrous benzene, in the cold, 18.1 g. of PCl5 are added. After leaving the mixture for 2 hours to allow the reaction to be completed a cold solution of NH3 in anhydrous ether is added to the mixture, in drops and with shaking. After 12 hours, the mixture is poured onto ice. The organic phase is separated, washed with H2O until neutral, and finally dried with Na2SO4. The solvent is removed under vacuum and the residue is recr...